From a dataset of the Open Reaction Database (ORD), a public repository of structured organic reaction records. describe an organic reaction: reactants, conditions, products, and yield The reactants are COC(=O)C=1NC2=CC(=C(C=C2C1)OCCCl)OC (5-(2-Chloroethoxy)-6-methoxy-1H-indole-2-carboxylic acid methyl ester), C(=O)([O-])[O-].[Cs+].[Cs+] (Cs2CO3), CCO (EtOH). The solvent is O (water). Yields the product ClCCOC=1C=C2C=C(NC2=CC1OC)C(=O)O (5-(2-Chloroethoxy)-6-methoxy-1H-indole-2-carboxylic acid). The yield is 94.7%. RXN SMILES: C[O:2][C:3]([C:5]1[NH:6][C:7]2[C:12]([CH:13]=1)=[CH:11][C:10]([O:14][CH2:15][CH2:16][Cl:17])=[C:9]([O:18][CH3:19])[CH:8]=2)=[O:4].C([O-])([O-])=O.[Cs+].[Cs+].CCO>O>[Cl:17][CH2:16][CH2:15][O:14][C:10]1[CH:11]=[C:12]2[C:7](=[CH:8][C:9]=1[O:18][CH3:19])[NH:6][C:5]([C:3]([OH:4])=[O:2])=[CH:13]2 |f:1.2.3|. Procedure details: A suspension of ester 17 (2.00 g, 7.05 mmol), Cs2CO3 (3.45 g, 10.6 mmol), 95% EtOH (40 mL), and water (20 mL) was heated at reflux for 8 h. After cooling to room temperature the solvent was removed in vacuo, the residue was treated with water (50 μL), and the resulting solution was acidified with 2 M HCl. The formed precipitate was isolated by filtration, washed with water (100 mL), and dried in vacuo to give 18 (1.80 g, 95%) as a beige solid. 1H NMR (300 MHz, DMSO-d6): δ=3.81 (s, 3 H, OMe), 3.9... Reactants: starting compound, C(C=1C(O)=CC=CC1)=O (salicylaldehyde), C([O-])([O-])=O.[K+].[K+] (potassium carbonate), ClCC(=O)OC (methyl chloroacetate). Solvent: O (water). Reaction conditions: temperature 65 celsius, time 24 hour. The product is C(=O)C1=C(OCC(=O)OC)C=CC=C1 (Methyl o-formylphenoxyacetate). Reaction SMILES: [CH:1](=[O:9])[C:2]1[C:3](=[CH:5][CH:6]=[CH:7][CH:8]=1)[OH:4].C(=O)([O-])[O-].[K+].[K+].Cl[CH2:17][C:18]([O:20][CH3:21])=[O:19]>O>[CH:1]([C:2]1[CH:8]=[CH:7][CH:6]=[CH:5][C:3]=1[O:4][CH2:17][C:18]([O:20][CH3:21])=[O:19])=[O:9] |f:1.2.3|. Procedure: 2. Approximately 509 g of the starting compound, salicylaldehyde (1) was introduced into a 4-liter Erlenmeyer flask with powdered potassium carbonate (569 g), dimethylformnamide (1,000 ml), and methyl chloroacetate (478 g) and mechanically stirred at 65° C. for about 24 hours. The stirring was stopped and the reaction mixture cooled to 25° C. The mixture was poured into cold water (0° C.) while stirring vigorously. An oil separated that suddenly solidified. Stirring was continued for 30 minutes ... Starting materials: COC(=O)C=1C(=C2C=C(C(N(C2=C(N1)C=1C=NC(=NC1)OCC)CC1=CC=CC=C1)=O)C1=CC=CC=C1)O (1-benzyl-8-(2-ethoxy-pyrimidin-5-yl)-5-hydroxy-2-oxo-3-phenyl-1,2-dihydro-[1,7]naphthyridine-6-carboxylic acid methyl ester), NCCC(=O)O (β-alanine), C[O-].[Na+] (NaOMe). The solvent is C(=O)(O)[O-].[Na+] (NaHCO3). Product: C(C1=CC=CC=C1)N1C(=C(C2=CC(C(NC2=C1C=1C=NC(=NC1)OCC)=O)C1=CC=CC=C1)O)C(=O)NCCC(=O)O (3-{[7-Benzyl-8-(2-ethoxy-pyrimidin-5-yl)-5-hydroxy-2-oxo-3-phenyl-1,2-dihydro-[1,7]naphthyridine-6-carbonyl]-amino}-propionic acid). Yield: 121.7%. RXN SMILES: CO[C:3]([C:5]1[C:6]([OH:38])=[C:7]2[C:12](=[C:13]([C:15]3[CH:16]=[N:17][C:18]([O:21][CH2:22][CH3:23])=[N:19][CH:20]=3)[N:14]=1)[N:11](CC1C=CC=CC=1)[C:10](=[O:31])[C:9]([C:32]1[CH:37]=[CH:36][CH:35]=[CH:34][CH:33]=1)=[CH:8]2)=[O:4].[NH2:39][CH2:40][CH2:41][C:42]([OH:44])=[O:43].C[O-].[Na+]>C([O-])(O)=O.[Na+]>[CH2:9]([N:14]1[C:13]([C:15]2[CH:20]=[N:19][C:18]([O:21][CH2:22][CH3:23])=[N:17][CH:16]=2)=[C:12]2[C:7](=[CH:8][CH:9]([C:32]3[CH:33]=[CH:34][CH:35]=[CH:36][CH:37]=3)[C:10](=[O:31])[NH:11]2)[C:3]([OH:4])=[C:5]1[C:6]([NH:39][CH2:40][CH2:41][C:42]([OH:44])=[O:43])=[O:38])[C:32]1[CH:37]=[CH:36][CH:35]=[CH:34][CH:33]=1 |f:2.3,4.5|. Procedure: A mixture of 1-benzyl-8-(2-ethoxy-pyrimidin-5-yl)-5-hydroxy-2-oxo-3-phenyl-1,2-dihydro-[1,7]naphthyridine-6-carboxylic acid methyl ester (58 mg, 0.11 mmol), β-alanine (818 mg, 9.13 mmol) and NaOMe solution (13.7 mL, 6.85 mmol, 0.5 M in MeOH) was refluxed for 16 h. After the mixture was cooled to r.t., the solvent was evaporated in vacuo. The residue was partitioned between EtOAc and water. 1 M HCl was added with vigorous stirring until pH was about 3-4. The aqueous layer was extracted with addit... The reactants are OCC#CC1=C2/C(/C(NC2=CC=C1[N+](=O)[O-])=O)=C/C=1NC=CC1OC ((Z)-1,3-dihydro-4-(3-hydroxy-1-propynyl)-3-[(3-methoxy-1H-pyrrol-2-yl)methylene]-5-nitro-2H-indol-2-one), [Cl-].[NH4+] (ammonium chloride). The reagents and catalysts are [Zn] (zinc). The solvent is CO (methanol), O (water). Yields the product NC=1C(=C2/C(/C(NC2=CC1)=O)=C/C=1NC=CC1OC)C#CCO ((Z)-5-amino-1,3-dihydro-4-(3-hydroxy-1-propynyl)-3-[(3-methoxy-1H-pyrrol-2-yl)methylene]-2H-indol-2-one). RXN SMILES: [OH:1][CH2:2][C:3]#[C:4][C:5]1[C:13]([N+:14]([O-])=O)=[CH:12][CH:11]=[C:10]2[C:6]=1/[C:7](=[CH:18]/[C:19]1[NH:20][CH:21]=[CH:22][C:23]=1[O:24][CH3:25])/[C:8](=[O:17])[NH:9]2.[Cl-].[NH4+]>O.CO.[Zn]>[NH2:14][C:13]1[C:5]([C:4]#[C:3][CH2:2][OH:1])=[C:6]2[C:10](=[CH:11][CH:12]=1)[NH:9][C:8](=[O:17])/[C:7]/2=[CH:18]\[C:19]1[NH:20][CH:21]=[CH:22][C:23]=1[O:24][CH3:25] |f:1.2|. Procedure: Using Method L above, (Z)-1,3-dihydro-4-(3-hydroxy-1-propynyl)-3-[(3-methoxy-1H-pyrrol-2-yl)methylene]-5-nitro-2H-indol-2-one (63 mg, 0.19 mmol) (from Example 30 above) was reduced with zinc (0.11 g, 1.67 mmol) and ammonium chloride (22.4 mg, 0.42 mmol) in 10% water in methanol (10 mL) with heating at reflux for 2 h to give (Z)-5-amino-1,3-dihydro-4-(3-hydroxy-1-propynyl)-3-[(3-methoxy-1H-pyrrol-2-yl)methylene]-2H-indol-2-one. (Yield 18 mg, 40%). Reactants: C(C)C1=C(NC2=CC=CC=C12)CCNC(=O)N1C=NC=C1 (N-[2-(3-ethylindol-2yl)ethyl]-1-imidazolecarboxamide). Run in C1(=CC=CC=C1)C (toluene). Product: C(C)C1=C2N(C3=CC=CC=C13)C(NCC2)=O (5-ethyl-3,4-dihydropyrimido[1,6-a]indol-1(2H)-one). The yield is 9.0%. As a reaction SMILES: [CH2:1]([C:3]1[C:11]2[C:6](=[CH:7][CH:8]=[CH:9][CH:10]=2)[NH:5][C:4]=1[CH2:12][CH2:13][NH:14][C:15](N1C=CN=C1)=[O:16])[CH3:2]>C1(C)C=CC=CC=1>[CH2:1]([C:3]1[C:11]2[C:6](=[CH:7][CH:8]=[CH:9][CH:10]=2)[N:5]2[C:15](=[O:16])[NH:14][CH2:13][CH2:12][C:4]=12)[CH3:2]. Procedure: A solution of N-[2-(3-ethylindol-2yl)ethyl]-1-imidazolecarboxamide (2.2 g) in toluene (50 ml) was refluxed for 3 hours. After the mixture was evaporated in vacuo, the residue was purified by silica gel column chromatography (5% methanol-chloroform) to give 5-ethyl-3,4-dihydropyrimido[1,6-a]indol-1(2H)-one (0.15 g). Reactants: C(=O)(O)C=1OC=C(C(C1)=O)O (2-Carboxy-5-hydroxypyran-4-one), C(C)(=O)OC(C)=O (acetic anhydride), S(O)(O)(=O)=O (sulphuric acid), compound, C(C(=O)Cl)(=O)Cl (oxalyl chloride). Solvent: ClCCl (dichloromethane), CN(C=O)C (dimethylformamide). Reaction conditions: temperature 0 celsius. The product is C(C)(=O)OC=1C(C=C(OC1)C(=O)Cl)=O (5-acetoxypyran-4-one-2-carbonyl chloride). As a reaction SMILES: [C:1]([C:4]1[O:5][CH:6]=[C:7]([OH:11])[C:8](=[O:10])[CH:9]=1)([OH:3])=O.[C:12]([O:15]C(=O)C)(=O)[CH3:13].S(=O)(=O)(O)O.C(Cl)(=O)C([Cl:27])=O>ClCCl.CN(C)C=O>[C:12]([O:11][C:7]1[C:8](=[O:10])[CH:9]=[C:4]([C:1]([Cl:27])=[O:3])[O:5][CH:6]=1)(=[O:15])[CH3:13]. Reported procedure: 2-Carboxy-5-hydroxypyran-4-one (20 mmole) (Chem.Abs., 1948,42,567; J. Gen. Chem., 1946,16, 2025), acetic anhydride (10 ml) and concentrated sulphuric acid (0.5 ml) were heated to reflux temperature. On cooling to 0° C., the 5-acetoxy compound crystallised (recrystallised from ethanol); δ(DMSO-d6); 2.27(s,3H); 7.05(s,1H); 8.10(s,1H). This compound (5 mmole) was treated with oxalyl chloride (10 mmole) in dichloromethane (5 ml) containing dimethylformamide (15 μl). After 30 minutes the solvent was ...